Dataset: the Open Reaction Database (ORD), a public repository of structured organic reaction records. Task: describe an organic reaction: reactants, conditions, products, and yield Reactants: C(C1=CC=CC=C1)OC(CN1C=NC=2CN(CCC21)C)=O ((5-methyl-4,5,6,7-tetrahydro-imidazo[4,5-c]pyridin-1-yl)acetic acid benzyl ester), ( B ). Solvent: CCO (EtOH). The product is CN1CC2=C(CC1)N(C=N2)CC(=O)O ((5-Methyl-4,5,6,7-tetrahydro-imidazo[4,5-c]pyridin-1-yl)-acetic acid). RXN SMILES: C([O:8][C:9](=[O:21])[CH2:10][N:11]1[C:19]2[CH2:18][CH2:17][N:16]([CH3:20])[CH2:15][C:14]=2[N:13]=[CH:12]1)C1C=CC=CC=1>CCO>[CH3:20][N:16]1[CH2:17][CH2:18][C:19]2[N:11]([CH2:10][C:9]([OH:21])=[O:8])[CH:12]=[N:13][C:14]=2[CH2:15]1. Procedure details: The final compound was prepared using a method analogous to that of Example 14 step 14.2, (5-methyl-4,5,6,7-tetrahydro-imidazo[4,5-c]pyridin-1-yl)acetic acid benzyl ester replacing intermediate 14.1 and using EtOH instead of MeOH/AcOH. LC-MS (B): tR=0.13 min; [M+H]+: 196.31. The reactants are O (water), FC(OC1=C(C=C(C=C1)C=1OC=C(N1)CCC(=O)C1=C(C=CC=C1)OCC)O)F (3-[2-(4-difluoromethoxy-3-hydroxyphenyl)oxazol-4-yl]-1-(2-ethoxyphenyl)propan-1-one), C1CCC2=NCCCN2CC1 (DBU), C(C)I (ethyl iodide). The solvent is C(C)(=O)OCC (ethyl acetate), C(C)O (ethanol). Reaction conditions: time 2 hour. Yields the product FC(OC1=C(C=C(C=C1)C=1OC=C(N1)CCC(=O)C1=C(C=CC=C1)OCC)OCC)F (3-[2-(4-difluoromethoxy-3-ethoxyphenyl)oxazol-4-yl]-1-(2-ethoxyphenyl)propan-1-one). Reaction SMILES: [F:1][CH:2]([F:29])[O:3][C:4]1[CH:9]=[CH:8][C:7]([C:10]2[O:11][CH:12]=[C:13]([CH2:15][CH2:16][C:17]([C:19]3[CH:24]=[CH:23][CH:22]=[CH:21][C:20]=3[O:25][CH2:26][CH3:27])=[O:18])[N:14]=2)=[CH:6][C:5]=1[OH:28].[CH2:30]1CCN2C(=NCCC2)C[CH2:31]1.C(I)C.O>C(O)C.C(OCC)(=O)C>[F:29][CH:2]([F:1])[O:3][C:4]1[CH:9]=[CH:8][C:7]([C:10]2[O:11][CH:12]=[C:13]([CH2:15][CH2:16][C:17]([C:19]3[CH:24]=[CH:23][CH:22]=[CH:21][C:20]=3[O:25][CH2:26][CH3:27])=[O:18])[N:14]=2)=[CH:6][C:5]=1[O:28][CH2:30][CH3:31]. Reported procedure: A 60 mg quantity of the compound obtained in Example 229 and 0.2 ml of DBU were dissolved in 4 ml of ethanol, 0.2 ml of ethyl iodide was then added to the obtained solution, and heating and refluxing were conducted for 2 hours. After cooling, water was added to the reaction mixture, and ethyl acetate extraction was performed. The organic layer was washed twice with water, concentrated under reduced pressure, and the obtained residue was purified by silica gel column chromatography (n-hexane:ethy... Yields the product C1(=CC=CC=C1)S(=O)(=O)NC(=O)CSC1C2=C(OCC3=C1C=CC=C3)C=CC(=C2)OCC2=NC3=CC(=CC=C3C=C2)Cl (11-[(Phenylsulfonyl)aminocarbonyl]methylthio-2-(7-chloroquinolin-2-yl)methoxy-6,11-dihydrodibenz[b,e]oxepine). Run in O (water), C(Cl)Cl (methylene chloride). Procedure details: 0.27 g of 11-carboxymethylthio-2-(7-chloroquinolin-2-yl)methoxy-6,11-dihydrodibenz[b,e]oxepine obtained in Example 21, 0.9 g of benzenesulfonamide and 0.14 g of 4-dimethylaminopyridine and 0.11 g of 1-ethyl-3-(3-dimethylaminopropyl)carbodiimide hydrochloride dissolved in 10 ml of methylene chloride were stirred at room temperature for 7 days. After 10 ml of water and 1.13 ml of 1N-hydrochloric acid were added to the reaction mixture, the organic layer was separated, washed with water and dried o... As a reaction SMILES: [C:1]([CH2:4][S:5][CH:6]1[C:12]2[CH:13]=[CH:14][CH:15]=[CH:16][C:11]=2[CH2:10][O:9][C:8]2[CH:17]=[CH:18][C:19]([O:21][CH2:22][C:23]3[CH:32]=[CH:31][C:30]4[C:25](=[CH:26][C:27]([Cl:33])=[CH:28][CH:29]=4)[N:24]=3)=[CH:20][C:7]1=2)([OH:3])=O.[C:34]1([S:40]([NH2:43])(=[O:42])=[O:41])[CH:39]=[CH:38][CH:37]=[CH:36][CH:35]=1.Cl.C(N=C=NCCCN(C)C)C.Cl>CN(C)C1C=CN=CC=1.C(Cl)Cl.O>[C:34]1([S:40]([NH:43][C:1]([CH2:4][S:5][CH:6]2[C:12]3[CH:13]=[CH:14][CH:15]=[CH:16][C:11]=3[CH2:10][O:9][C:8]3[CH:17]=[CH:18][C:19]([O:21][CH2:22][C:23]4[CH:32]=[CH:31][C:30]5[C:25](=[CH:26][C:27]([Cl:33])=[CH:28][CH:29]=5)[N:24]=4)=[CH:20][C:7]2=3)=[O:3])(=[O:42])=[O:41])[CH:39]=[CH:38][CH:37]=[CH:36][CH:35]=1 |f:2.3|. The yield is 28.7%. The reagents and catalysts are CN(C1=CC=NC=C1)C (4-dimethylaminopyridine). Starting materials: Cl (hydrochloric acid), C(=O)(O)CSC1C2=C(OCC3=C1C=CC=C3)C=CC(=C2)OCC2=NC3=CC(=CC=C3C=C2)Cl (11-carboxymethylthio-2-(7-chloroquinolin-2-yl)methoxy-6,11-dihydrodibenz[b,e]oxepine), C1(=CC=CC=C1)S(=O)(=O)N (benzenesulfonamide), Cl.C(C)N=C=NCCCN(C)C (1-ethyl-3-(3-dimethylaminopropyl)carbodiimide hydrochloride). Conditions: time 7 day. Reactants: CC(C)(C)OC(=O)c1c(N)sc2c1CC(CN1C(=O)c3ccccc3C1=O)OC2, O=C([O-])O, O=C(Cl)OCC1c2ccccc2-c2ccccc21, ClCCl, [Na+], O. Product: CC(C)(C)OC(=O)c1c(NC(=O)OCC2c3ccccc3-c3ccccc32)sc2c1CC(CN1C(=O)c3ccccc3C1=O)OC2. RXN SMILES: [C:1]([CH3:2])([CH3:3])([CH3:4])[O:5][C:6](=[O:7])[c:8]1[c:9]([NH2:29])[s:10][c:11]2[c:16]1[CH2:15][CH:14]([CH2:17][N:18]1[C:19](=[O:28])[c:20]3[cH:21][cH:22][cH:23][cH:24][c:25]3[C:26]1=[O:27])[O:13][CH2:12]2.[C:30](=[O:31])([OH:32])[O-:33].[Cl:35][C:36](=[O:37])[O:38][CH2:39][CH:40]1[c:41]2[cH:42][cH:43][cH:44][cH:45][c:46]2-[c:47]2[cH:48][cH:49][cH:50][cH:51][c:52]21.[Cl:53][CH2:54][Cl:55].[Na+:34].[OH2:56]>>[C:1]([CH3:2])([CH3:3])([CH3:4])[O:5][C:6](=[O:7])[c:8]1[c:9]([NH:29][C:36](=[O:37])[O:38][CH2:39][CH:40]2[c:41]3[cH:42][cH:43][cH:44][cH:45][c:46]3-[c:47]3[cH:48][cH:49][cH:50][cH:51][c:52]32)[s:10][c:11]2[c:16]1[CH2:15][CH:14]([CH2:17][N:18]1[C:19](=[O:28])[c:20]3[cH:21][cH:22][cH:23][cH:24][c:25]3[C:26]1=[O:27])[O:13][CH2:12]2. The reactants are Cc1nnnn1-c1cc(CBr)cc(C(F)(F)F)c1, CN(C)C=O, [H-], [Na+], O, CC(C)(C)OC(=O)N1CCC(CO)(c2ccccc2)CC1. The product is Cc1nnnn1-c1cc(COCC2(c3ccccc3)CCN(C(=O)OC(C)(C)C)CC2)cc(C(F)(F)F)c1. As a reaction SMILES: [Br:1][CH2:2][c:3]1[cH:4][c:5](-[n:13]2[n:14][n:15][n:16][c:17]2[CH3:18])[cH:6][c:7]([C:9]([F:10])([F:11])[F:12])[cH:8]1.[CH3:42][N:43]([CH3:44])[CH:45]=[O:46].[H-:40].[Na+:41].[OH2:47].[OH:19][CH2:20][C:21]1([c:34]2[cH:35][cH:36][cH:37][cH:38][cH:39]2)[CH2:22][CH2:23][N:24]([C:27](=[O:28])[O:29][C:30]([CH3:31])([CH3:32])[CH3:33])[CH2:25][CH2:26]1>>[CH2:2]([c:3]1[cH:4][c:5](-[n:13]2[n:14][n:15][n:16][c:17]2[CH3:18])[cH:6][c:7]([C:9]([F:10])([F:11])[F:12])[cH:8]1)[O:19][CH2:20][C:21]1([c:34]2[cH:35][cH:36][cH:37][cH:38][cH:39]2)[CH2:22][CH2:23][N:24]([C:27](=[O:28])[O:29][C:30]([CH3:31])([CH3:32])[CH3:33])[CH2:25][CH2:26]1. Reactants: ice water, FC1=NC(=CC(=C1)F)C (2,4-difluoro-6-methylpyridine), ClC1=C(C=C(C(=C1)SC)Cl)O (2,5-dichloro-4-methylmercaptophenol), C([O-])([O-])=O.[K+].[K+] (potassium carbonate). The solvent is CN(C=O)C (dimethylformamide). The product is FC1=NC(=CC(=C1)OC1=C(C=C(C(=C1)Cl)SC)Cl)C (2-Fluoro-6-methyl-4-(2,5-dichloro-4-methylmercapto-phenoxy)-pyridine). Reaction SMILES: [F:1][C:2]1[CH:7]=[C:6](F)[CH:5]=[C:4]([CH3:9])[N:3]=1.[Cl:10][C:11]1[CH:16]=[C:15]([S:17][CH3:18])[C:14]([Cl:19])=[CH:13][C:12]=1[OH:20].C(=O)([O-])[O-].[K+].[K+]>CN(C)C=O>[F:1][C:2]1[CH:7]=[C:6]([O:20][C:12]2[CH:13]=[C:14]([Cl:19])[C:15]([S:17][CH3:18])=[CH:16][C:11]=2[Cl:10])[CH:5]=[C:4]([CH3:9])[N:3]=1 |f:2.3.4|. Procedure details: Amounts of 12.9 gm (0.1 mol) of 2,4-difluoro-6-methylpyridine, 20.7 gm (0.1 mol) of 2,5-dichloro-4-methylmercaptophenol, and 13.8 gm (0.1 mol) of potassium carbonate in 100 ml of dimethylformamide were stirred for 10 hours at 100° C. The resulting solution was then poured onto 500 ml of ice water, and the precipitate formed was recovered by suction filtration and washed with water. It was then taken up in methylene chloride, and this solution was dried over sodium sulphate and evaporated down. T... The reactants are FC1=CC(=C(C=C1)N1C[C@H](N(CC1)S(=O)(=O)C=1C=C(C=CC1)C1CCN(CC1)C(=O)OC(C)(C)C)C)C(F)(F)F (tert-butyl 4-[3-({(2R)-4-[4-fluoro-2-(trifluoromethyl)phenyl]-2-methylpiperazin-1-yl}sulfonyl)phenyl]piperidine-1-carboxylate), C(=O)(C(F)(F)F)O (TFA). Solvent: C(Cl)Cl (DCM). Conditions: time 2 hour. Yields the product FC1=CC(=C(C=C1)N1C[C@H](N(CC1)S(=O)(=O)C1=CC(=CC=C1)C1CCNCC1)C)C(F)(F)F ((2R)-4-[4-fluoro-2-(trifluoromethyl)phenyl]-2-methyl-1-[(3-piperidin-4-ylphenyl)sulfonyl]piperazine). Yield: 95.3%. RXN SMILES: [F:1][C:2]1[CH:7]=[CH:6][C:5]([N:8]2[CH2:13][CH2:12][N:11]([S:14]([C:17]3[CH:18]=[C:19]([CH:23]4[CH2:28][CH2:27][N:26](C(OC(C)(C)C)=O)[CH2:25][CH2:24]4)[CH:20]=[CH:21][CH:22]=3)(=[O:16])=[O:15])[C@H:10]([CH3:36])[CH2:9]2)=[C:4]([C:37]([F:40])([F:39])[F:38])[CH:3]=1.C(O)(C(F)(F)F)=O>C(Cl)Cl>[F:1][C:2]1[CH:7]=[CH:6][C:5]([N:8]2[CH2:13][CH2:12][N:11]([S:14]([C:17]3[CH:22]=[CH:21][CH:20]=[C:19]([CH:23]4[CH2:28][CH2:27][NH:26][CH2:25][CH2:24]4)[CH:18]=3)(=[O:16])=[O:15])[C@H:10]([CH3:36])[CH2:9]2)=[C:4]([C:37]([F:40])([F:38])[F:39])[CH:3]=1. Procedure details: To a solution of tert-butyl 4-[3-({(2R)-4-[4-fluoro-2-(trifluoromethyl)phenyl]-2-methylpiperazin-1-yl}sulfonyl)phenyl]piperidine-1-carboxylate (540 mg, 0.923 mmol) in DCM (15 mL) was added TFA (5 mL). The reaction mixture was stirred at room temperature for 2 h and washed with aq. Na2CO3. The organic layer was dried over Na2SO4, concentrated and redissolved in Et2O and acidified with 1N HCl in Et2O to give the titled compound as a white solid (427 mg, 89%). HRMS: calcd for C23H27F4N3O2S+H+, 486.... Starting materials: CC(=O)c1ccc2c(c1)C(C)(C)CC(=O)N2, [H-], CCCCCCCI, [Na+], CN(C)C=O. The product is CCCCCCCN1C(=O)CC(C)(C)c2cc(C(C)=O)ccc21. RXN SMILES: [C:3]([CH3:4])(=[O:5])[c:6]1[cH:7][c:8]2[c:13]([cH:14][cH:15]1)[NH:12][C:11](=[O:16])[CH2:10][C:9]2([CH3:17])[CH3:18].[H-:1].[I:19][CH2:20][CH2:21][CH2:22][CH2:23][CH2:24][CH2:25][CH3:26].[Na+:2].[O:27]=[CH:28][N:29]([CH3:30])[CH3:31]>>[C:3]([CH3:4])(=[O:5])[c:6]1[cH:7][c:8]2[c:13]([cH:14][cH:15]1)[N:12]([CH2:20][CH2:21][CH2:22][CH2:23][CH2:24][CH2:25][CH3:26])[C:11](=[O:16])[CH2:10][C:9]2([CH3:17])[CH3:18]. Reactants: ClC1=C(C=C(C=C1)Cl)N1NC(CC1)=O (1-(2,5-dichlorophenyl)-3-pyrazolidone), [Se](=O)=O (selenium dioxide), OO (Hydrogen peroxide), O (water). The solvent is C(C)(=O)O (acetic acid). The product is ClC1=C(C=C(C=C1)Cl)N1NC(C=C1)=O (1-(2,5-dichlorophenyl)-3-pyrazolone). Reaction SMILES: OO.[Cl:3][C:4]1[CH:9]=[CH:8][C:7]([Cl:10])=[CH:6][C:5]=1[N:11]1[CH2:15][CH2:14][C:13](=[O:16])[NH:12]1.[Se](=O)=O.O>C(O)(=O)C>[Cl:3][C:4]1[CH:9]=[CH:8][C:7]([Cl:10])=[CH:6][C:5]=1[N:11]1[CH:15]=[CH:14][C:13](=[O:16])[NH:12]1. Reported procedure: Hydrogen peroxide (30% solution in water, 120 ml) is slowly added to a well stirred suspension of 1-(2,5-dichlorophenyl)-3-pyrazolidone (200 g, 0.86 mol) and selenium dioxide (3.0 g) in acetic acid (1000 ml). The temperature is controlled by cooling, not to exceed +50° C. After stirring at this temperature for 1 hour crushed ice and water is added. The product is filtered and dried yielding 1-(2,5-dichlorophenyl)-3-pyrazolone, m.p. 201°-202° C. Reactants: BrC1=CN=CN1C (5-Bromo-1-methyl-1H-imidazole), C(C)[Mg]Cl (EtMgCl), C(C1=CC=CC=C1)C=1C(=NC2=CC=C(C=C2C1C(F)(F)F)C(C1=CC=C(C=C1)F)=O)C(=O)NC (3-benzyl-6-(4-fluorobenzoyl)-N-methyl-4-(trifluoromethyl)quinoline-2-carboxamide), C(C1=CC=CC=C1)C=1C(=NC2=CC=C(C=C2C1C(F)(F)F)C(C1=CC=C(C=C1)F)=O)C(=O)NC (3-benzyl-6-(4-fluorobenzoyl)-N-methyl-4-(trifluoromethyl)quinoline-2-carboxamide). Solvent: C(Cl)Cl (DCM). Conditions: time 1 minute. The product is C(C1=CC=CC=C1)C=1C(=NC2=CC=C(C=C2C1C(F)(F)F)C(C1=CN=CN1C)(O)C1=CC=C(C=C1)F)C(=O)NC (3-Benzyl-6-((4-fluorophenyl)(hydroxy)(1-methyl-1H-imidazol-5-yl)methyl)-N-methyl-4-(trifluoromethyl)quinoline-2-carboxamide). Reaction SMILES: Br[C:2]1[N:6]([CH3:7])[CH:5]=[N:4][CH:3]=1.C([Mg]Cl)C.[CH2:12]([C:19]1[C:20]([C:42]([NH:44][CH3:45])=[O:43])=[N:21][C:22]2[C:27]([C:28]=1[C:29]([F:32])([F:31])[F:30])=[CH:26][C:25]([C:33](=[O:41])[C:34]1[CH:39]=[CH:38][C:37]([F:40])=[CH:36][CH:35]=1)=[CH:24][CH:23]=2)[C:13]1[CH:18]=[CH:17][CH:16]=[CH:15][CH:14]=1>C(Cl)Cl>[CH2:12]([C:19]1[C:20]([C:42]([NH:44][CH3:45])=[O:43])=[N:21][C:22]2[C:27]([C:28]=1[C:29]([F:32])([F:30])[F:31])=[CH:26][C:25]([C:33]([C:34]1[CH:35]=[CH:36][C:37]([F:40])=[CH:38][CH:39]=1)([OH:41])[C:2]1[N:6]([CH3:7])[CH:5]=[N:4][CH:3]=1)=[CH:24][CH:23]=2)[C:13]1[CH:18]=[CH:17][CH:16]=[CH:15][CH:14]=1. Procedure: 5-Bromo-1-methyl-1H-imidazole (1.36 mL, 0.5 M in DCM over 3 Å molecular sieves, 0.678 mmol) was treated with EtMgCl (0.325 mL, 2.09 M in THF, 0.678 mmol) dropwise under argon with stirring at room temperature over 1 minute, and the resulting translucent/semi-opaque reaction was stirred at room temperature for 20 minutes. This was treated dropwise over 2 minutes with a solution of 3-benzyl-6-(4-fluorobenzoyl)-N-methyl-4-(trifluoromethyl)quinoline-2-carboxamide (90.4 mg, 0.194 mmol, Intermediate 3...